This data is from the Open Reaction Database (ORD), a public repository of structured organic reaction records. The task is: describe an organic reaction: reactants, conditions, products, and yield Reactants: ClC1=CC=C(C=C1)CC#N ((p-chlorophenyl)acetonitrile), C(C)(C)[N-]C(C)C.[Li+] (lithium diisopropylamide), solution, CCCCCCC.O1CCCC1.C1=CC=CC=C1 (heptane tetrahydrofuran benzene), IC (iodomethane). Solvent: O (water), O1CCCC1 (tetrahydrofuran), O1CCCC1 (tetrahydrofuran). Run at temperature -15 celsius, time 60 minute. The product is ClC1=CC=C(C(C#N)(C)C)C=C1 (p-Chloro-α-methylhydratroponitrile). The yield is 90.7%. Reaction SMILES: [Cl:1]C1C=CC(CC#N)=CC=1.C([N-:14][CH:15](C)C)(C)C.[Li+].IC.CCCC[CH2:25][CH2:26][CH3:27].O1CCCC1.[CH:33]1[CH:38]=[CH:37][CH:36]=[CH:35][CH:34]=1>O1CCCC1.O>[Cl:1][C:33]1[CH:38]=[CH:37][C:36]([C:26]([CH3:25])([CH3:27])[C:15]#[N:14])=[CH:35][CH:34]=1 |f:1.2,4.5.6|. Reported procedure: A solution of (p-chlorophenyl)acetonitrile (30.32 g, 0.20 mol) in tetrahydrofuran is treated dropwise with lithium diisopropylamide (0.44 mol, 220 mL of a 2M solution in heptane/tetrahydrofuran/benzene) at -25° C. to -30° C., over 60 minutes under nitrogen, stirred at -15° C. for one hour, treated dropwise with a solution of iodomethane (62.45 g, 0.44 mol) in tetrahydrofuran at -15° C., stirred at -15° C. for one hour, and diluted with water. The aqueous solution is extracted with ether. The org... Reactants: O=C(Cl)OCc1ccccc1, ClCCl, CCOC(=O)c1csc(N)n1, c1ccncc1. The product is CCOC(=O)c1csc(NC(=O)OCc2ccccc2)n1. As a reaction SMILES: [CH2:18]([c:19]1[cH:20][cH:21][cH:22][cH:23][cH:24]1)[O:25][C:26](=[O:27])[Cl:28].[Cl:29][CH2:30][Cl:31].[NH2:1][c:2]1[s:3][cH:4][c:5]([C:7](=[O:8])[O:9][CH2:10][CH3:11])[n:6]1.[cH:12]1[cH:13][cH:14][n:15][cH:16][cH:17]1>>[NH:1]([c:2]1[s:3][cH:4][c:5]([C:7](=[O:8])[O:9][CH2:10][CH3:11])[n:6]1)[C:26]([O:25][CH2:18][c:19]1[cH:20][cH:21][cH:22][cH:23][cH:24]1)=[O:27]. Reactants: CO, COC(=O)c1nc2nc(C)cc(S)n2n1, NN, O. Product: Cc1cc(S)n2nc(C(=O)NN)nc2n1. RXN SMILES: [CH3:19][OH:20].[CH3:1][O:2][C:3](=[O:4])[c:5]1[n:6][n:7]2[c:8]([n:9][c:10]([CH3:14])[cH:11][c:12]2[SH:13])[n:15]1.[NH2:17][NH2:18].[OH2:16]>>[O:2]=[C:3]([c:5]1[n:6][n:7]2[c:8]([n:9][c:10]([CH3:14])[cH:11][c:12]2[SH:13])[n:15]1)[NH:17][NH2:18]. The reactants are [Br-].CC1=CC=C(C(C[N+]2=CC=CC=C2)=O)C=C1 (4-methylphenacylpyridinium bromide), F[B-](F)(F)F.[Na+] (sodium tetrafluoroborate). Solvent: O (water). Conditions: temperature 60 celsius. Yields the product F[B-](F)(F)F.CC1=CC=C(C(C[N+]2=CC=CC=C2)=O)C=C1 (4-methylphenacylpyridinium tetrafluoroborate). The yield is 74.0%. Reaction SMILES: [Br-].[CH3:2][C:3]1[CH:17]=[CH:16][C:6]([C:7](=[O:15])[CH2:8][N+:9]2[CH:14]=[CH:13][CH:12]=[CH:11][CH:10]=2)=[CH:5][CH:4]=1.[F:18][B-:19]([F:22])([F:21])[F:20].[Na+]>O>[F:18][B-:19]([F:22])([F:21])[F:20].[CH3:2][C:3]1[CH:4]=[CH:5][C:6]([C:7](=[O:15])[CH2:8][N+:9]2[CH:10]=[CH:11][CH:12]=[CH:13][CH:14]=2)=[CH:16][CH:17]=1 |f:0.1,2.3,5.6|. Procedure: 30 g (0.1 mol) of 4-methylphenacylpyridinium bromide in 120 ml of water were initially taken and heated to 60° C. 11 g (0.1 mol) of sodium tetrafluoroborate were then added and the mixture was slowly cooled to room temperature. It was stirred for a further hour at room temperature, and the precipitated product was filtered off and washed with water. After drying, 22.2 g (corresponding to a yield of 74%) of the title compound were obtained in the form of a yellow solid. The purity of the product ... Reactants: ClC1=NN2C(C(=CC=C2)C2=C(C=CC(=C2)C(F)F)OCC(F)F)=N1 (2-chloro-8-[2-(2,2-difluoro-ethoxy)-5-difluoromethyl-phenyl]-[1,2,4]-triazolo[1,5-a]pyridine), C(C)(C)(C)OC(=O)N1CCC2=C(CC1)C=CC(=C2)N (7-amino-1,2,4,5-tetrahydro-3-benzazepine-3-carboxylic acid tert-butyl ester), 311b. Product: C(C)(C)(C)OC(=O)N1CCC2=C(CC1)C=CC(=C2)NC2=NN1C(C(=CC=C1)C1=C(C=CC(=C1)C(F)F)OCC(F)F)=N2 (7-{8-[2-(2,2-difluoro-ethoxy)-5-difluoromethyl-phenyl]-[1,2,4]triazolo[1,5-a]pyridin-2-ylamino}-1,2,4,5-tetrahydro-3-benzazepine-3-carboxylic acid tert-butyl ester). As a reaction SMILES: Cl[C:2]1[N:24]=[C:5]2[C:6]([C:10]3[CH:15]=[C:14]([CH:16]([F:18])[F:17])[CH:13]=[CH:12][C:11]=3[O:19][CH2:20][CH:21]([F:23])[F:22])=[CH:7][CH:8]=[CH:9][N:4]2[N:3]=1.[C:25]([O:29][C:30]([N:32]1[CH2:38][CH2:37][C:36]2[CH:39]=[CH:40][C:41]([NH2:43])=[CH:42][C:35]=2[CH2:34][CH2:33]1)=[O:31])([CH3:28])([CH3:27])[CH3:26]>>[C:25]([O:29][C:30]([N:32]1[CH2:38][CH2:37][C:36]2[CH:39]=[CH:40][C:41]([NH:43][C:2]3[N:24]=[C:5]4[C:6]([C:10]5[CH:15]=[C:14]([CH:16]([F:18])[F:17])[CH:13]=[CH:12][C:11]=5[O:19][CH2:20][CH:21]([F:23])[F:22])=[CH:7][CH:8]=[CH:9][N:4]4[N:3]=3)=[CH:42][C:35]=2[CH2:34][CH2:33]1)=[O:31])([CH3:28])([CH3:26])[CH3:27]. Procedure details: 7-{8-[2-(2,2-difluoro-ethoxy)-5-difluoromethyl-phenyl]-[1,2,4]triazolo[1,5-a]pyridin-2-ylamino}-1,2,4,5-tetrahydro-3-benzazepine-3-carboxylic acid tert-butyl ester was prepared from 2-chloro-8-[2-(2,2-difluoro-ethoxy)-5-difluoromethyl-phenyl]-[1,2,4]-triazolo[1,5-a]pyridine (0.182 g, 506 mmol) and 7-amino-1,2,4,5-tetrahydro-3-benzazepine-3-carboxylic acid tert-butyl ester (0.199 g, 759 mmol) in a manner analogous to Example 311a and 311b to give product: 1H NMR (400 MHz, (D3C)2SO, δ, ppm): 9.54 ... Reactants: O1CCCC1 (tetrahydrofuran), Cl.ClC(=O)C1=CN(C2=CC=CC=C12)C1=CC=NC2=C(C=CC=C12)C(F)(F)F (3-chlorocarbonyl-1-(8-(trifluoromethyl)quinol-4-yl)-1H-indole hydrochloride), solution, C[O-].[Na+] (sodium methoxide), Cl.NC(=N)N (guanidine hydrochloride). Solvent: ClCCl (dichloromethane), CO (methanol), CO (methanol). Run at temperature 25 celsius, time 1 hour. The product is Cl.N(C(=N)N)C(=O)C1=CN(C2=CC=CC=C12)C1=CC=NC2=C(C=CC=C12)C(F)(F)F (3-Guanidinocarbonyl-1-(8-(trifluoromethyl)quinol-4-yl)-1H-indole hydrochloride). RXN SMILES: C[O-].[Na+].Cl.[NH2:5][C:6]([NH2:8])=[NH:7].O1CCCC1.Cl.[Cl:15][C:16]([C:18]1[C:26]2[C:21](=[CH:22][CH:23]=[CH:24][CH:25]=2)[N:20]([C:27]2[C:36]3[C:31](=[C:32]([C:37]([F:40])([F:39])[F:38])[CH:33]=[CH:34][CH:35]=3)[N:30]=[CH:29][CH:28]=2)[CH:19]=1)=[O:17]>CO.ClCCl>[ClH:15].[NH:7]([C:16]([C:18]1[C:26]2[C:21](=[CH:22][CH:23]=[CH:24][CH:25]=2)[N:20]([C:27]2[C:36]3[C:31](=[C:32]([C:37]([F:39])([F:38])[F:40])[CH:33]=[CH:34][CH:35]=3)[N:30]=[CH:29][CH:28]=2)[CH:19]=1)=[O:17])[C:6]([NH2:8])=[NH:5] |f:0.1,2.3,5.6,9.10|. Procedure: 20 cm3 of methanol and 14 cm3 (7 mmol) of a 0.5M solution of sodium methoxide in methanol are added to 0.67 g (7 mmol) of guanidine hydrochloride under an argon atmosphere. After stirring at a temperature in the region of 25° C. for 1 hour, the reaction mixture is concentrated to dryness under reduced pressure (2.7 kPa) and the residue is three times successively dissolved in 20 cm3 of dichloromethane and evaporated to dryness under reduced pressure (2.7 kPa). 30 cm3 of tetrahydrofuran and 0.525... Starting materials: C(C)(C)O (isopropanol), O (water), [H-].[Na+] (sodium hydride), C(C)(C)(C)N=NC1(CCCCC1)N=C=S (1-t-butylazo-1-isothiocyanatocyclohexane). Run in CCCCC (pentane). Run at temperature 25 celsius, time 2 hour. Yields the product C(C)(C)(C)N=NC1(CCCCC1)NC(=S)OC(C)C (1-t-Butylazo-1-(isopropoxythiocarbonylamino)cyclohexane). RXN SMILES: [CH:1]([OH:4])([CH3:3])[CH3:2].[H-].[Na+].[C:7]([N:11]=[N:12][C:13]1([N:19]=[C:20]=[S:21])[CH2:18][CH2:17][CH2:16][CH2:15][CH2:14]1)([CH3:10])([CH3:9])[CH3:8].O>CCCCC>[C:7]([N:11]=[N:12][C:13]1([NH:19][C:20]([O:4][CH:1]([CH3:3])[CH3:2])=[S:21])[CH2:14][CH2:15][CH2:16][CH2:17][CH2:18]1)([CH3:10])([CH3:8])[CH3:9] |f:1.2|. Procedure: To 50 ml of isopropanol in a 125 ml erlenmeyer flask stirred with a magnetic stirrer, was slowly added 2.1 grams (0.05 moles) of 57% sodium hydride. The reaction mixture was cooled back to 25° C. and 11.2 grams (0.05 moles) of 1-t-butylazo-1-isothiocyanatocyclohexane was added dropwise over 5 minutes. The reaction mixture was stirred for 2 hours at room temperature and then allowed to stand overnight. The next morning the reaction mixture was poured into 200 ml of water and the product extracted... Reactants: C=O, Oc1ccnc2c(Cl)cccc12, [Na+], [OH-]. The product is OCc1cnc2c(Cl)cccc2c1O. As a reaction SMILES: [CH2:13]=[O:14].[Cl:1][c:2]1[cH:3][cH:4][cH:5][c:6]2[c:7]([OH:12])[cH:8][cH:9][n:10][c:11]12.[Na+:16].[OH-:15]>>[Cl:1][c:2]1[cH:3][cH:4][cH:5][c:6]2[c:7]([OH:12])[c:8]([CH2:13][OH:14])[cH:9][n:10][c:11]12.